Dataset: the Open Reaction Database (ORD), a public repository of structured organic reaction records. Task: describe an organic reaction: reactants, conditions, products, and yield Reagents/catalysts: CN(C1=CC=NC=C1)C (4-dimethylaminopyridine). The reactants are CC=1C=2N(C(=NC1)C1=CC(=CC=C1)[N+](=O)[O-])N=C(N2)N (8-methyl-5-(3-nitrophenyl)[1,2,4]triazolo[1,5-c]pyrimidin-2amine), N1=CC=CC=C1.C(C)(=O)OC(C)=O (pyridine acetic anhydride). Reaction conditions: time 1 hour. Yields the product CC=1C=2N(C(=NC1)C1=CC(=CC=C1)[N+](=O)[O-])N=C(N2)NC(C)=O (N-[8-Methyl-5-(3-nitrophenyl)[1,2,4]triazolo[1,5-c]pyrimidin-2-yl ]acetamide). Procedure: A 12.7 g portion of 8-methyl-5-(3-nitrophenyl)[1,2,4]triazolo[1,5-c]pyrimidin-2amine and 306 mg of 4-dimethylaminopyridine in 150 ml of pyridine:acetic anhydride (2:1) was refluxed with stirring for one hour. The solution was cooled and then evaporated to dryness. The residue was slurried in 100 ml of ether and the brown crystals collected. These were dissolved in 1200 ml of hot ethanol, filtered and the filtrate concentrated to 200 ml and cooled. The crystals were collected, giving 11.3 g of th... RXN SMILES: [CH3:1][C:2]1[C:3]2[N:4]([N:17]=[C:18]([NH2:20])[N:19]=2)[C:5]([C:8]2[CH:13]=[CH:12][CH:11]=[C:10]([N+:14]([O-:16])=[O:15])[CH:9]=2)=[N:6][CH:7]=1.N1C=CC=CC=1.[C:27](OC(=O)C)(=[O:29])[CH3:28]>CN(C)C1C=CN=CC=1>[CH3:1][C:2]1[C:3]2[N:4]([N:17]=[C:18]([NH:20][C:27](=[O:29])[CH3:28])[N:19]=2)[C:5]([C:8]2[CH:13]=[CH:12][CH:11]=[C:10]([N+:14]([O-:16])=[O:15])[CH:9]=2)=[N:6][CH:7]=1 |f:1.2|. Starting materials: FC(C=1C=CC(=NC1)OC1=CC=C(OC(C(=O)OC)C)C=C1)(F)F (methyl 2-[4-(5-trifluoromethyl-2-pyridyloxy)phenoxy]-propionate), C(C=C)N (allylamine). Reaction conditions: temperature 60 celsius. The product is C(C=C)NC(C(C)OC1=CC=C(C=C1)OC1=NC=C(C=C1)C(F)(F)F)=O (N-allyl-2-[4-(5-trifluoromethyl-2-pyridyloxy)phenoxy]-propionic acid amide). Reaction SMILES: [F:1][C:2]([F:24])([F:23])[C:3]1[CH:4]=[CH:5][C:6]([O:9][C:10]2[CH:22]=[CH:21][C:13]([O:14][CH:15]([CH3:20])[C:16](OC)=[O:17])=[CH:12][CH:11]=2)=[N:7][CH:8]=1.[CH2:25]([NH2:28])[CH:26]=[CH2:27]>>[CH2:25]([NH:28][C:16](=[O:17])[CH:15]([O:14][C:13]1[CH:12]=[CH:11][C:10]([O:9][C:6]2[CH:5]=[CH:4][C:3]([C:2]([F:24])([F:23])[F:1])=[CH:8][N:7]=2)=[CH:22][CH:21]=1)[CH3:20])[CH:26]=[CH2:27]. Reported procedure: A mixture containing 11.85 g (0.035 mol) of methyl 2-[4-(5-trifluoromethyl-2-pyridyloxy)phenoxy]-propionate and 11.5 g (0.2 mol) of allylamine is boiled under reflux (about 60° C.) for 10 hours. (The reaction is followed by gas chromatography.) Thereafter, the excess of allylamine is distilled off and the residue is dissolved in benzene. After washing the solution cooled down with 5% aqueous hydrochloric acid and then with saturated sodium chloride solution, the organic phase is dried over anhyd... Starting materials: Cl.CN1C(N(C=2N=CN(C2C1=O)CC(CN1CCN(CC1)CCCSC1=CC=CC=C1)O)C)=O (1-[3-(1,3-dimethyl-3,7-dihydro-1H-purine-2,6-dion-7-yl)-2-hydroxypropyl]-4-(3-phenylthio-propyl)piperazine hydrochloride), OO (hydrogen peroxide). Run in C(Cl)Cl.CO.[NH4+].[OH-] (CH2Cl2 methanol NH4OH), O (water), O (water). Run at temperature 20 celsius, time 4 hour. Product: CN1C(N(C=2N=CN(C2C1=O)CC(CN1CCN(CC1)CCCS(=O)C1=CC=CC=C1)O)C)=O (1-[3-(1,3-dimethyl-3,7-dihydro-1H-purine-2,6-dion-7-yl)-2-hydroxypropyl]-4-(3-phenylsulfinylpropyl)piperazine). RXN SMILES: Cl.[CH3:2][N:3]1[C:11](=[O:12])[C:10]2[N:9]([CH2:13][CH:14]([OH:32])[CH2:15][N:16]3[CH2:21][CH2:20][N:19]([CH2:22][CH2:23][CH2:24][S:25][C:26]4[CH:31]=[CH:30][CH:29]=[CH:28][CH:27]=4)[CH2:18][CH2:17]3)[CH:8]=[N:7][C:6]=2[N:5]([CH3:33])[C:4]1=[O:34].[OH:35]O>O.C(Cl)Cl.CO.[NH4+].[OH-]>[CH3:2][N:3]1[C:11](=[O:12])[C:10]2[N:9]([CH2:13][CH:14]([OH:32])[CH2:15][N:16]3[CH2:21][CH2:20][N:19]([CH2:22][CH2:23][CH2:24][S:25]([C:26]4[CH:31]=[CH:30][CH:29]=[CH:28][CH:27]=4)=[O:35])[CH2:18][CH2:17]3)[CH:8]=[N:7][C:6]=2[N:5]([CH3:33])[C:4]1=[O:34] |f:0.1,4.5.6.7|. Reported procedure: 0.1 Moles of 1-[3-(1,3-dimethyl-3,7-dihydro-1H-purine-2,6-dion-7-yl)-2-hydroxypropyl]-4-(3-phenylthio-propyl)piperazine hydrochloride was dissolved in 200 ml demineralized water and maintained at 20° C. 120 ml hydrogen peroxide in 250 ml water was added dropwise. The mixture was stirred for four hours at room temperature. Completion of the reaction was checked by TLC using a mixture of 80/20/1 CH2Cl2 /methanol/NH4OH as eluent. When the reaction was completed, the reactive mixture was alkalinized... Reactants: BrC(O)C(CO)(CO)CO (Monobromopentaerythritol), C(C)OC(OCC)OCC (triethylorthoformate), C(C)O (ethanol). Run at time 3 hour. Product: BrCC12COC(OC1)OC2 (4-bromomethyl-2,6,7-Trioxabicyclo[2.2.2]Octane). As a reaction SMILES: [Br:1][CH:2]([C:4]([CH2:9][OH:10])([CH2:7][OH:8])[CH2:5][OH:6])O.[CH2:11](OC(OCC)OCC)C.C(O)C>>[Br:1][CH2:2][C:4]12[CH2:9][O:10][CH:11]([O:8][CH2:7]1)[O:6][CH2:5]2. Procedure details: Monobromopentaerythritol from A (10 g, 0.05 mole) and 9 ml triethylorthoformate (0.05 mole) are mixed in a sublimation apparatus equipped with a side arm. The mixture is heated to about 100° C. with magnetic stirring, and 1,5 equivalents of ethanol are allowed to distill out. Then about 100 ml dioctyl phthalate and a trace of anhydrous p-toluenesulfonic acid are added. Under vacuum the mixture is heated to about 140°-150° C. Periodically the collected crystals are removed from the cold finger. A... Reactants: [F-].C(CCC)[N+](CCCC)(CCCC)CCCC (Tetrabutylammonium fluoride), COC(CC=1C=NC=C(C1)C1=C(C=C(C=C1)C(CC)(C1=CC(=C(C=C1)C#CC1(CCOCC1)O[Si](C)(C)C)C)CC)C)=O ([5-(4-{1-ethyl-1-[3-methyl-4-(4-trimethylsilanyloxy-tetrahydro-pyran-4-ylethynyl)-phenyl]-propyl}-2-methyl-phenyl)-pyridin-3-yl]-acetic acid methyl ester). Run in O1CCCC1 (tetrahydrofuran), C(C)(=O)OCC (ethyl acetate). Run at temperature 0 celsius, time 10 minute. Product: COC(CC=1C=NC=C(C1)C1=C(C=C(C=C1)C(CC)(C1=CC(=C(C=C1)C#CC1(CCOCC1)O)C)CC)C)=O ([5-(4-{1-ethyl-1-[4-(4-hydroxy-tetrahydro-pyran-4-ylethynyl)-3-methyl-phenyl]-propyl}-2-methyl-phenyl)-pyridin-3-yl]-acetic Acid Methyl Ester). Yield: 79.7%. RXN SMILES: [F-].C([N+](CCCC)(CCCC)CCCC)CCC.[CH3:19][O:20][C:21](=[O:61])[CH2:22][C:23]1[CH:24]=[N:25][CH:26]=[C:27]([C:29]2[CH:34]=[CH:33][C:32]([C:35]([CH2:58][CH3:59])([C:38]3[CH:43]=[CH:42][C:41]([C:44]#[C:45][C:46]4([O:52][Si](C)(C)C)[CH2:51][CH2:50][O:49][CH2:48][CH2:47]4)=[C:40]([CH3:57])[CH:39]=3)[CH2:36][CH3:37])=[CH:31][C:30]=2[CH3:60])[CH:28]=1>O1CCCC1.C(OCC)(=O)C>[CH3:19][O:20][C:21](=[O:61])[CH2:22][C:23]1[CH:24]=[N:25][CH:26]=[C:27]([C:29]2[CH:34]=[CH:33][C:32]([C:35]([CH2:36][CH3:37])([C:38]3[CH:43]=[CH:42][C:41]([C:44]#[C:45][C:46]4([OH:52])[CH2:47][CH2:48][O:49][CH2:50][CH2:51]4)=[C:40]([CH3:57])[CH:39]=3)[CH2:58][CH3:59])=[CH:31][C:30]=2[CH3:60])[CH:28]=1 |f:0.1|. Procedure details: Tetrabutylammonium fluoride (1 M solution in tetrahydrofuran, 0.316 mL, 0.316 mmol) was added to a solution of [5-(4-{1-ethyl-1-[3-methyl-4-(4-trimethylsilanyloxy-tetrahydro-pyran-4-ylethynyl)-phenyl]-propyl}-2-methyl-phenyl)-pyridin-3-yl]-acetic acid methyl ester (Example 132-(1); 62.9 mg, 0.105 mmol) in tetrahydrofuran (3 mL), and the mixture was stirred at 0° C. for 10 minutes. Then, the reaction mixture was diluted with ethyl acetate and was washed with brine. The organic layer was dried ove... The yield is 92.8%. Solvent: CO (methanol). Procedure details: A solution of 3.63 g (10.7 mmol) of methyl (E)-3-(2-butoxy-3′-methylaminobiphenyl-4-yl)acrylate in 70 ml of methanol is stirred for 4 hours at room temperature in the presence of 363 mg (10% by mass) of 10% palladium-on-charcoal under a hydrogen atmosphere. The palladium is filtered off and the solvent is evaporated off. 3.39 g of methyl 3-(2-butoxy-3′-methylaminobiphenyl-4-yl)propanoate are obtained in the form of a yellowish oil. Yield=93% The product is C(CCC)OC1=C(C=CC(=C1)CCC(=O)OC)C1=CC(=CC=C1)NC (methyl 3-(2-butoxy-3′-methylaminobiphenyl-4-yl)propanoate). The reagents and catalysts are [Pd] (palladium-on-charcoal). Reaction SMILES: [CH2:1]([O:5][C:6]1[CH:11]=[C:10](/[CH:12]=[CH:13]/[C:14]([O:16][CH3:17])=[O:15])[CH:9]=[CH:8][C:7]=1[C:18]1[CH:23]=[CH:22][CH:21]=[C:20]([NH:24][CH3:25])[CH:19]=1)[CH2:2][CH2:3][CH3:4]>CO.[Pd]>[CH2:1]([O:5][C:6]1[CH:11]=[C:10]([CH2:12][CH2:13][C:14]([O:16][CH3:17])=[O:15])[CH:9]=[CH:8][C:7]=1[C:18]1[CH:23]=[CH:22][CH:21]=[C:20]([NH:24][CH3:25])[CH:19]=1)[CH2:2][CH2:3][CH3:4]. The reactants are C(CCC)OC1=C(C=CC(=C1)/C=C/C(=O)OC)C1=CC(=CC=C1)NC (methyl (E)-3-(2-butoxy-3′-methylaminobiphenyl-4-yl)acrylate). The reactants are OC=1C(=CC=2C(CCC(C2C1)(C)C)(C)C)[Se]C1=CC=C(C(=O)OCC)C=C1 (ethyl 4-(3-hydroxy-5,5,8,8-tetramethyl-5,6,7,8-tetrahydro-2-naphthyl selanyl)benzoate), BrCCCC(=O)OCC (ethyl 4-bromobutanoate), C([O-])([O-])=O.[K+].[K+] (potassium carbonate), yellow oil. Solvent: CCC(=O)C (MEK). Yields the product C(C)OC(=O)CCCOC=1C(=CC=2C(CCC(C2C1)(C)C)(C)C)[Se]C1=CC=C(C(=O)OCC)C=C1 (Ethyl 4-[3-(3-ethoxycarbonylpropoxy)-5,5,8,8-tetramethyl-5,6,7,8-tetrahydro-2-naphthylselanyl)-benzoate). As a reaction SMILES: [OH:1][C:2]1[C:3]([Se:16][C:17]2[CH:27]=[CH:26][C:20]([C:21]([O:23][CH2:24][CH3:25])=[O:22])=[CH:19][CH:18]=2)=[CH:4][C:5]2[C:6]([CH3:15])([CH3:14])[CH2:7][CH2:8][C:9]([CH3:13])([CH3:12])[C:10]=2[CH:11]=1.Br[CH2:29][CH2:30][CH2:31][C:32]([O:34][CH2:35][CH3:36])=[O:33].C(=O)([O-])[O-].[K+].[K+]>CCC(C)=O>[CH2:35]([O:34][C:32]([CH2:31][CH2:30][CH2:29][O:1][C:2]1[C:3]([Se:16][C:17]2[CH:27]=[CH:26][C:20]([C:21]([O:23][CH2:24][CH3:25])=[O:22])=[CH:19][CH:18]=2)=[CH:4][C:5]2[C:6]([CH3:14])([CH3:15])[CH2:7][CH2:8][C:9]([CH3:13])([CH3:12])[C:10]=2[CH:11]=1)=[O:33])[CH3:36] |f:2.3.4|. Procedure: In a manner similar to that of Example 51, by reaction of 300 mg (0.86 mmol) of ethyl 4-(3-hydroxy-5,5,8,8-tetramethyl-5,6,7,8-tetrahydro-2-naphthyl selanyl)benzoate with 336 mg (1.72 mmol) of ethyl 4-bromobutanoate and 238 mg of potassium carbonate in MEK (10 ml), 364 mg (78%) of a yellow oil are obtained. Starting materials: CC(C)C(CS(=O)(=O)N1CCC(Oc2ccc(-c3ccc(F)cc3)cn2)CC1)C(=O)N1C(=O)OCC1Cc1ccccc1, CC(C)C(CS(=O)(=O)N1CCN(c2ncc(-c3ccc(F)cc3)cn2)CC1)C(=O)O. The product is CC(C)C(CS(=O)(=O)N1CCC(Oc2ccc(-c3ccc(F)cc3)cn2)CC1)C(=O)O. As a reaction SMILES: [CH2:31]([CH:32]1[CH2:33][O:34][C:35](=[O:36])[N:37]1[C:44]([CH:45]([CH:46]([CH3:47])[CH3:48])[CH2:49][S:50](=[O:51])(=[O:52])[N:53]1[CH2:54][CH2:55][CH:56]([O:59][c:60]2[n:61][cH:62][c:63](-[c:66]3[cH:67][cH:68][c:69]([F:72])[cH:70][cH:71]3)[cH:64][cH:65]2)[CH2:57][CH2:58]1)=[O:73])[c:38]1[cH:39][cH:40][cH:41][cH:42][cH:43]1.[F:1][c:2]1[cH:3][cH:4][c:5](-[c:6]2[cH:7][n:8][c:9]([N:10]3[CH2:11][CH2:12][N:13]([S:14]([CH2:15][CH:16]([CH:17]([CH3:18])[CH3:19])[C:20]([OH:22])=[O:23])(=[O:21])=[O:24])[CH2:25][CH2:26]3)[n:27][cH:28]2)[cH:29][cH:30]1>>[O:21]=[C:44]([CH:45]([CH:46]([CH3:47])[CH3:48])[CH2:49][S:50](=[O:51])(=[O:52])[N:53]1[CH2:54][CH2:55][CH:56]([O:59][c:60]2[n:61][cH:62][c:63](-[c:66]3[cH:67][cH:68][c:69]([F:72])[cH:70][cH:71]3)[cH:64][cH:65]2)[CH2:57][CH2:58]1)[OH:73]. The reactants are CCCCCCCCOc1ccc(-c2ccc(C(=O)O)cc2)cc1, CCOC(C)=O, C(=NC1CCCCC1)=NC1CCCCC1, Oc1c(F)c(F)c(F)c(F)c1F. The product is CCCCCCCCOc1ccc(-c2ccc(C(=O)Oc3c(F)c(F)c(F)c(F)c3F)cc2)cc1. RXN SMILES: [CH2:13]([CH2:14][CH2:15][CH2:16][CH2:17][CH2:18][CH2:19][CH3:20])[O:21][c:22]1[cH:23][cH:24][c:25](-[c:28]2[cH:29][cH:30][c:31]([C:34](=[O:35])[OH:36])[cH:32][cH:33]2)[cH:26][cH:27]1.[CH3:52][CH2:53][O:54][C:55](=[O:56])[CH3:57].[CH:37]1([N:38]=[C:39]=[N:40][CH:41]2[CH2:42][CH2:43][CH2:44][CH2:45][CH2:46]2)[CH2:47][CH2:48][CH2:49][CH2:50][CH2:51]1.[F:1][c:2]1[c:3]([F:12])[c:4]([F:11])[c:5]([F:10])[c:6]([F:9])[c:7]1[OH:8]>>[F:1][c:2]1[c:3]([F:12])[c:4]([F:11])[c:5]([F:10])[c:6]([F:9])[c:7]1[O:8][C:34]([c:31]1[cH:30][cH:29][c:28](-[c:25]2[cH:24][cH:23][c:22]([O:21][CH2:13][CH2:14][CH2:15][CH2:16][CH2:17][CH2:18][CH2:19][CH3:20])[cH:27][cH:26]2)[cH:33][cH:32]1)=[O:35]. The reactants are CCOC(=O)C(Cc1ccc(OCC(=O)O)cc1)OCC, CCN=C=NCCCN(C)C, ClCCl, CN(C)c1ccncc1, Cl, Cl, CCCCCCCNCc1ccc(F)cc1F. Yields the product CCCCCCCN(Cc1ccc(F)cc1F)C(=O)COc1ccc(CC(OCC)C(=O)OCC)cc1. Reaction SMILES: [CH2:1]([CH3:2])[O:3][CH:4]([CH2:5][c:6]1[cH:7][cH:8][c:9]([O:10][CH2:11][C:12](=[O:13])[OH:14])[cH:15][cH:16]1)[C:17](=[O:18])[O:19][CH2:20][CH3:21].[CH2:41]([N:42]=[C:43]=[N:44][CH2:45][CH2:46][CH2:47][N:48]([CH3:49])[CH3:50])[CH3:51].[CH2:52]([Cl:53])[Cl:54].[CH3:55][N:56]([c:57]1[cH:58][cH:59][n:60][cH:61][cH:62]1)[CH3:63].[ClH:22].[ClH:40].[F:23][c:24]1[c:25]([CH2:26][NH:27][CH2:28][CH2:29][CH2:30][CH2:31][CH2:32][CH2:33][CH3:34])[cH:35][cH:36][c:37]([F:39])[cH:38]1>>[CH2:1]([CH3:2])[O:3][CH:4]([CH2:5][c:6]1[cH:7][cH:8][c:9]([O:10][CH2:11][C:12](=[O:14])[N:27]([CH2:26][c:25]2[c:24]([F:23])[cH:38][c:37]([F:39])[cH:36][cH:35]2)[CH2:28][CH2:29][CH2:30][CH2:31][CH2:32][CH2:33][CH3:34])[cH:15][cH:16]1)[C:17](=[O:18])[O:19][CH2:20][CH3:21].